This data is from the Open Reaction Database (ORD), a public repository of structured organic reaction records. The task is: describe an organic reaction: reactants, conditions, products, and yield RXN SMILES: [CH3:1][O:2][C:3]1[CH:32]=[CH:31][CH:30]=[CH:29][C:4]=1[CH2:5][N:6]([CH3:28])[C:7](=[O:27])[C@@H:8]([N:16]([CH2:24][CH:25]=O)[C:17]([O:19][C:20]([CH3:23])([CH3:22])[CH3:21])=[O:18])[CH2:9][C:10]1[CH:15]=[CH:14][CH:13]=[CH:12][CH:11]=1.Cl.[NH:34]1[C:42]2[C:37](=[CH:38][CH:39]=[CH:40][CH:41]=2)[C:36]([CH2:43][C@H:44]([NH2:49])[CH2:45][C:46]([OH:48])=[O:47])=[CH:35]1>>[CH3:1][O:2][C:3]1[CH:32]=[CH:31][CH:30]=[CH:29][C:4]=1[CH2:5][N:6]([CH3:28])[C:7](=[O:27])[C@@H:8]([N:16]([CH2:24][CH2:25][NH:49][C@H:44]([CH2:45][C:46]([OH:48])=[O:47])[CH2:43][C:36]1[C:37]2[C:42](=[CH:41][CH:40]=[CH:39][CH:38]=2)[NH:34][CH:35]=1)[C:17]([O:19][C:20]([CH3:22])([CH3:23])[CH3:21])=[O:18])[CH2:9][C:10]1[CH:15]=[CH:14][CH:13]=[CH:12][CH:11]=1 |f:1.2|. Procedure: Prepare by the method of Example 1 using (S)-N-(2-methoxybenzyl)-N-methyl-2-[N'-(t-butoxycarbonyl)-2-oxo-ethylamino]-3-phenyl-propionamide (0.71 g, 1.6 mmol) and (S)-2-(1H-indol-3-yl)-1-carboxymethyl-ethylamine hydrochloride salt ((S)-tryptophan methyl ester hydrochloride salt) (0.45 g, 1.76 mmol). Purify by chromatography eluting with 50% ethyl acetate/hexane to give the title compound: TLC Rf =0.56 (silica gel, 50% ethyl acetate/hexane) The product is COC1=C(CN(C([C@H](CC2=CC=CC=C2)N(C(=O)OC(C)(C)C)CCN[C@@H](CC2=CNC3=CC=CC=C23)CC(=O)O)=O)C)C=CC=C1 ((S)-N-(2-Methoxybenzyl)-N-methyl-2-[[(S)-2-(1H-indol-3-yl)-1-carboxymethyl-ethylamino]-N'-(t-butoxycarbonyl)-ethylamino]-3-phenyl-propionamide). Starting materials: COC1=C(CN(C([C@H](CC2=CC=CC=C2)N(C(=O)OC(C)(C)C)CC=O)=O)C)C=CC=C1 ((S)-N-(2-methoxybenzyl)-N-methyl-2-[N'-(t-butoxycarbonyl)-2-oxo-ethylamino]-3-phenyl-propionamide), Cl.N1C=C(C2=CC=CC=C12)C[C@@H](CC(=O)O)N ((S)-2-(1H-indol-3-yl)-1-carboxymethyl-ethylamine hydrochloride salt). Reactants: BrB(Br)Br, COC(C)(C)C, ClCCl, COc1ccc(F)c2c1C1(CCCCC1)NC(=O)N2. The product is O=C1Nc2c(F)ccc(O)c2C2(CCCCC2)N1. As a reaction SMILES: [B:20]([Br:21])([Br:22])[Br:23].[C:27]([O:28][CH3:29])([CH3:30])([CH3:31])[CH3:32].[Cl:24][CH2:25][Cl:26].[F:1][c:2]1[cH:3][cH:4][c:5]([O:18][CH3:19])[c:6]2[c:7]1[NH:8][C:9](=[O:17])[NH:10][C:11]21[CH2:12][CH2:13][CH2:14][CH2:15][CH2:16]1>>[F:1][c:2]1[cH:3][cH:4][c:5]([OH:18])[c:6]2[c:7]1[NH:8][C:9](=[O:17])[NH:10][C:11]21[CH2:12][CH2:13][CH2:14][CH2:15][CH2:16]1.